From a dataset of the Open Reaction Database (ORD), a public repository of structured organic reaction records. describe an organic reaction: reactants, conditions, products, and yield The reactants are CC(=CC[C@H](C1=CC(=O)C=2C(=CC=C(C2C1=O)O)O)O)C (shikonin), C1(CCCCC1)N=C=NC1CCCCC1 (dicyclohexylcarbodiimide), C(CCCCC)(=O)O (n-hexanoic acid). The reagents and catalysts are CN(C1=CC=NC=C1)C (4-dimethylaminopyridine). The solvent is ClCCl (dichloromethane). Reaction conditions: time 30 minute. Product: C(CCCCC)(=O)OC(CC=C(C)C)C=1C(C2=C(C=CC(=C2C(C1)=O)O)O)=O (2-(1-n-hexanoyloxy-4-methyl-3-pentenyl)-5,8-dihydroxy-1,4-naphthoquinone). Isolated yield 38.8%. RXN SMILES: [CH3:1][C:2]([CH3:21])=[CH:3][CH2:4][C@@H:5]([OH:20])[C:6]1[C:16](=[O:17])[C:15]2[C:14]([OH:18])=[CH:13][CH:12]=[C:11]([OH:19])[C:10]=2[C:8](=[O:9])[CH:7]=1.C1(N=C=NC2CCCCC2)CCCCC1.[C:37](O)(=[O:43])[CH2:38][CH2:39][CH2:40][CH2:41][CH3:42]>CN(C)C1C=CN=CC=1.ClCCl>[C:37]([O:20][CH:5]([C:6]1[C:16](=[O:17])[C:15]2[C:10]([C:8](=[O:9])[CH:7]=1)=[C:11]([OH:19])[CH:12]=[CH:13][C:14]=2[OH:18])[CH2:4][CH:3]=[C:2]([CH3:21])[CH3:1])(=[O:43])[CH2:38][CH2:39][CH2:40][CH2:41][CH3:42]. Procedure: 288 mg (1 mmole) of shikonin, 226 mg (1.1 mmole) of dicyclohexylcarbodiimide and 30 mg (0.25 mmole) of 4-dimethylaminopyridine were dissolved in 3 ml of dry dichloromethane. To the resulting solution was added 116 mg (1 mmole) of n-hexanoic acid at 0° C. under nitrogen gas, and the mixture was stirred for 30 minutes and then at room temperature for further 3 hours. The resulting product was separated and purified according to the procedures as described in Example 1 to obtain 150 mg (Yield: 39%)... Reactants: C(C1=CC=CC=C1)(=O)Cl (benzoyl chloride), [C-]#N.[Na+] (sodium cyanide). The reagents and catalysts are [Cu] (copper). Run at time 4.5 hour. The product is C(C1=CC=CC=C1)(=O)C#N (benzoyl cyanide). Yield: 57.2%. Reaction SMILES: [C:1](Cl)(=[O:8])[C:2]1[CH:7]=[CH:6][CH:5]=[CH:4][CH:3]=1.[C-:10]#[N:11].[Na+]>[Cu]>[C:1]([C:10]#[N:11])(=[O:8])[C:2]1[CH:7]=[CH:6][CH:5]=[CH:4][CH:3]=1 |f:1.2|. Reported procedure: Using apparatus and a procedure such as was used in Example 1, 140.5 grams (1.0 mole) of benzoyl chloride, 55.0 grams (1.1 moles) of sodium cyanide and 20.0 grams of copper filings were charged to a flask and heated under nitrogen, with stirring, to reflux temperature. The reaction mixture was maintained at a temperature ranging from 190° C. to 200° C. for about 4.5 hours. The reaction mixture was then cooled, diluted with 100 ml. toluene and suction filtered. The filtrate was then distilled to ...